This data is from the Open Reaction Database (ORD), a public repository of structured organic reaction records. The task is: describe an organic reaction: reactants, conditions, products, and yield Reactants: CO, C[O-], Cc1cccc(Cl)c1C(=O)O, [Cu], [Na+], Oc1ccccc1. Yields the product Cc1cccc(Oc2ccccc2)c1C(=O)O. Reaction SMILES: [CH3:19][OH:20].[CH3:21][O-:22].[Cl:1][c:2]1[c:3]([C:4](=[O:5])[OH:6])[c:7]([CH3:11])[cH:8][cH:9][cH:10]1.[Cu:24].[Na+:23].[OH:12][c:13]1[cH:14][cH:15][cH:16][cH:17][cH:18]1>>[c:2]1([O:12][c:13]2[cH:14][cH:15][cH:16][cH:17][cH:18]2)[c:3]([C:4](=[O:5])[OH:6])[c:7]([CH3:11])[cH:8][cH:9][cH:10]1.